From a dataset of the Open Reaction Database (ORD), a public repository of structured organic reaction records. describe an organic reaction: reactants, conditions, products, and yield Reactants: [Cl-].[Cl-].[Cl-].[Cr+3] (chromium trichloride), C[Si](C)(C)[N-][Si](C)(C)C.[Li+] (lithiumbistrimethylsilylamide). Yields the product ( A ), C[Si](C)(C)[N-][Si](C)(C)C.C[Si](C)(C)[N-][Si](C)(C)C.C[Si](C)(C)[N-][Si](C)(C)C.[Cr+3] (chromium (III) tris(bistrimethylsilylamide)). As a reaction SMILES: [Cl-].[Cl-].[Cl-].[Cr+3:4].[CH3:5][Si:6]([N-:9][Si:10]([CH3:13])([CH3:12])[CH3:11])([CH3:8])[CH3:7].[Li+]>>[CH3:5][Si:6]([N-:9][Si:10]([CH3:13])([CH3:12])[CH3:11])([CH3:8])[CH3:7].[CH3:5][Si:6]([N-:9][Si:10]([CH3:13])([CH3:12])[CH3:11])([CH3:8])[CH3:7].[CH3:5][Si:6]([N-:9][Si:10]([CH3:13])([CH3:12])[CH3:11])([CH3:8])[CH3:7].[Cr+3:4] |f:0.1.2.3,4.5,6.7.8.9|. Procedure: In accordance with the method disclosed in J. Chem. Soc. (A), 1433 (1971), chromium (III) tris(bistrimethylsilylamide) was synthesized by reaction of anhydrous chromium trichloride anhalide with lithiumbistrimethylsilylamide. Reactants: CS(=O)(=O)C1=NC=CC(=N1)C1=CN=C2N1C=CN=C2NCCN2CCOCC2 ([3-(2-methanesulfonyl-pyrimidin-4-yl)-imidazo[1,2-a]pyrazin-8-yl]-(2-morpholin-4-yl-ethyl)-amine), ClC1=C(CN)C=CC=C1 (2-chlorobenzylamine). Reaction conditions: temperature 140 celsius, time 2 hour. Yields the product ClC1=C(CNC2=NC=CC(=N2)C2=CN=C3N2C=CN=C3NCCN3CCOCC3)C=CC=C1 ({3-[2-(2-chloro-benzylamino)-pyrimidin-4-yl]-imidazo[1,2-a]pyrazin-8-yl}-(2-morpholin-4-yl-ethyl)-amine). RXN SMILES: CS([C:5]1[N:10]=[C:9]([C:11]2[N:15]3[CH:16]=[CH:17][N:18]=[C:19]([NH:20][CH2:21][CH2:22][N:23]4[CH2:28][CH2:27][O:26][CH2:25][CH2:24]4)[C:14]3=[N:13][CH:12]=2)[CH:8]=[CH:7][N:6]=1)(=O)=O.[Cl:29][C:30]1[CH:37]=[CH:36][CH:35]=[CH:34][C:31]=1[CH2:32][NH2:33]>>[Cl:29][C:30]1[CH:37]=[CH:36][CH:35]=[CH:34][C:31]=1[CH2:32][NH:33][C:5]1[N:10]=[C:9]([C:11]2[N:15]3[CH:16]=[CH:17][N:18]=[C:19]([NH:20][CH2:21][CH2:22][N:23]4[CH2:28][CH2:27][O:26][CH2:25][CH2:24]4)[C:14]3=[N:13][CH:12]=2)[CH:8]=[CH:7][N:6]=1. Procedure: A mixture of [3-(2-methanesulfonyl-pyrimidin-4-yl)-imidazo[1,2-a]pyrazin-8-yl]-(2-morpholin-4-yl-ethyl)-amine (from Example 50 supra) (200 mg, 0.50 mmol) and 2-chlorobenzylamine (281 mg, 1.99 mmol) was heated at 140° C. with stirring for 2 hours. The oil was purified by chromatography (silica gel, 10 g, 200-300 mesh, eluting with dichloromethane:methanol 50:1 to 20:1) to afford the crude product (110 mg). Then the crude product was purified by prep-HPLC. Several drops of concentrated HCl were ad... Starting materials: C(CCC)C1=C(C(N(C=2N1N=CN2)C2CCC(CC2)O)=O)CC2=CC=C(C=C2)C=2C(=CC=CC2)C#N (4′-{[7-butyl-4-(4-hydroxycyclohexyl)-5-oxo-4,5-dihydro[1,2,4]triazolo[1,5-a]pyrimidin-6-yl]methyl}biphenyl-2-carbonitrile), C1(=CC=CC=C1)C (toluene), [N+](=[N-])=CC(=O)OCC (ethyl diazoacetate). Yield: 31.0%. RXN SMILES: [CH2:1]([C:5]1[N:10]2[N:11]=[CH:12][N:13]=[C:9]2[N:8]([CH:14]2[CH2:19][CH2:18][CH:17]([OH:20])[CH2:16][CH2:15]2)[C:7](=[O:21])[C:6]=1[CH2:22][C:23]1[CH:28]=[CH:27][C:26]([C:29]2[C:30]([C:35]#[N:36])=[CH:31][CH:32]=[CH:33][CH:34]=2)=[CH:25][CH:24]=1)[CH2:2][CH2:3][CH3:4].[N+](=CC(OCC)=[O:41])=[N-].[C:45]1([CH3:51])[CH:50]=CC=C[CH:46]=1>C([O-])(=O)C.[Rh+]>[CH2:1]([C:5]1[N:10]2[N:11]=[CH:12][N:13]=[C:9]2[N:8]([C@H:14]2[CH2:19][CH2:18][C@H:17]([O:20][CH2:46][C:45]([OH:41])([CH3:51])[CH3:50])[CH2:16][CH2:15]2)[C:7](=[O:21])[C:6]=1[CH2:22][C:23]1[CH:28]=[CH:27][C:26]([C:29]2[C:30]([C:35]#[N:36])=[CH:31][CH:32]=[CH:33][CH:34]=2)=[CH:25][CH:24]=1)[CH2:2][CH2:3][CH3:4] |f:3.4|. The reagents and catalysts are C(C)(=O)[O-].[Rh+] (rhodium(I) acetate). Run at time 1 hour. Procedure details: To a mixture of 4′-{[7-butyl-4-(4-hydroxycyclohexyl)-5-oxo-4,5-dihydro[1,2,4]triazolo[1,5-a]pyrimidin-6-yl]methyl}biphenyl-2-carbonitrile (0.61 g), rhodium(I) acetate (0.006 g) and toluene (30 mL) was added dropwise ethyl diazoacetate (0.62 mL) at 80° C., and the mixture was stirred at the same temperature for 1 hr. The reaction mixture was concentrated under reduced pressure, and the obtained residue was purified by silica gel column chromatography. The obtained residue was dissolved in tetrahy... The product is C(CCC)C1=C(C(N(C=2N1N=CN2)[C@@H]2CC[C@H](CC2)OCC(C)(C)O)=O)CC2=CC=C(C=C2)C=2C(=CC=CC2)C#N (4′-({7-butyl-4-[trans-4-(2-hydroxy-2-methylpropoxy)cyclohexyl]-5-oxo-4,5-dihydro[1,2,4]triazolo[1,5-a]pyrimidin-6-yl}methyl)biphenyl-2-carbonitrile). Run in C1(=CC=CC=C1)C (toluene). Reaction conditions: temperature 100 celsius, time 10 minute. Yield: 33.2%. Procedure: A mixture of #16 (350 mg, 0.739 mmol, 1 eq.) and 2,4-bis(4-methoxyphenyl)-1,3,2,4-dithiadiphosphetane-2,4-dithione (Lawesson's reagent) (324 mg, 0.776 mmol, 1.05 eq.) in toluene (6 mL, 0.1 M) was warmed to 100° C. After 10 minutes, the mixture was cooled to room temperature. Insoluble material was removed by filtration and the filtrate was concentrated in vacuo. The residue was purified by silica gel chromatography (Gradient: 12% to 80% ethyl acetate in heptane) and then by reverse phase chromat... Yields the product CO[C@H]([C@H](C(=S)N[C@@H](CC1=CC=CC=C1)C=1SC=CN1)C)[C@H]1N(CCC1)C(=O)OC(C)(C)C (tert-butyl (2S)-2-[(1R,2R)-1-methoxy-2-methyl-3-{[(1S)-2-phenyl-1-(1,3-thiazol-2-yl)ethyl]amino}-3-thioxopropyl]pyrrolidine-1-carboxylate). The reactants are CO[C@H]([C@H](C(N[C@@H](CC1=CC=CC=C1)C=1SC=CN1)=O)C)[C@H]1N(CCC1)C(=O)OC(C)(C)C (tert-butyl (2S)-2-[(1R,2R)-1-methoxy-2-methyl-3-oxo-3-{[(1S)-2-phenyl-1-(1,3-thiazol-2-yl)ethyl]amino}propyl]pyrrolidine-1-carboxylate), COC1=CC=C(C=C1)P1(SP(S1)(=S)C1=CC=C(C=C1)OC)=S (2,4-bis(4-methoxyphenyl)-1,3,2,4-dithiadiphosphetane-2,4-dithione). RXN SMILES: [CH3:1][O:2][C@@H:3]([C@@H:22]1[CH2:26][CH2:25][CH2:24][N:23]1[C:27]([O:29][C:30]([CH3:33])([CH3:32])[CH3:31])=[O:28])[C@@H:4]([CH3:21])[C:5](=O)[NH:6][C@H:7]([C:15]1[S:16][CH:17]=[CH:18][N:19]=1)[CH2:8][C:9]1[CH:14]=[CH:13][CH:12]=[CH:11][CH:10]=1.COC1C=CC(P2(=S)SP(C3C=CC(OC)=CC=3)(=S)[S:43]2)=CC=1>C1(C)C=CC=CC=1>[CH3:1][O:2][C@@H:3]([C@@H:22]1[CH2:26][CH2:25][CH2:24][N:23]1[C:27]([O:29][C:30]([CH3:33])([CH3:32])[CH3:31])=[O:28])[C@@H:4]([CH3:21])[C:5]([NH:6][C@H:7]([C:15]1[S:16][CH:17]=[CH:18][N:19]=1)[CH2:8][C:9]1[CH:14]=[CH:13][CH:12]=[CH:11][CH:10]=1)=[S:43]. Starting materials: Cc1cnc(NCCCN2CCN(C)CC2)nc1-c1cc2ccc(NC(=O)OC(C)(C)C)cc2s1, CO, ClCCl, O=C(O)C(F)(F)F. The product is Cc1cnc(NCCCN2CCN(C)CC2)nc1-c1cc2ccc(N)cc2s1. Reaction SMILES: [C:1]([O:2][C:3](=[O:4])[NH:7][c:8]1[cH:9][cH:10][c:11]2[c:12]([s:13][c:14](-[c:16]3[n:17][c:18]([NH:23][CH2:24][CH2:25][CH2:26][N:27]4[CH2:28][CH2:29][N:30]([CH3:33])[CH2:31][CH2:32]4)[n:19][cH:20][c:21]3[CH3:22])[cH:15]2)[cH:34]1)([CH3:5])([CH3:6])[CH3:35].[CH3:43][OH:44].[Cl:45][CH2:46][Cl:47].[F:36][C:37]([F:38])([F:39])[C:40]([OH:41])=[O:42]>>[NH2:7][c:8]1[cH:9][cH:10][c:11]2[c:12]([s:13][c:14](-[c:16]3[n:17][c:18]([NH:23][CH2:24][CH2:25][CH2:26][N:27]4[CH2:28][CH2:29][N:30]([CH3:33])[CH2:31][CH2:32]4)[n:19][cH:20][c:21]3[CH3:22])[cH:15]2)[cH:34]1. Reactants: CC(C)(C)OC(=O)COc1ccc(C(C)(C)C)c(Cl)c1, ClCCl, O=C(O)C(F)(F)F. The product is CC(C)(C)c1ccc(OCC(=O)O)cc1Cl. As a reaction SMILES: [C:1]([CH3:2])([CH3:3])([CH3:4])[c:5]1[c:6]([Cl:20])[cH:7][c:8]([O:9][CH2:10][C:11](=[O:12])[O:13][C:14]([CH3:15])([CH3:16])[CH3:17])[cH:18][cH:19]1.[Cl:28][CH2:29][Cl:30].[F:21][C:22]([F:23])([F:24])[C:25]([OH:26])=[O:27]>>[C:1]([CH3:2])([CH3:3])([CH3:4])[c:5]1[c:6]([Cl:20])[cH:7][c:8]([O:9][CH2:10][C:11](=[O:12])[OH:13])[cH:18][cH:19]1. Starting materials: CCCCc1nc(-c2ccc(C(F)(F)F)cc2)sc1CCl, CCOC(C)=O, CN(C)C=O, O=Cc1ccc(O)cc1Cl. Product: CCCCc1nc(-c2ccc(C(F)(F)F)cc2)sc1COc1ccc(C=O)c(Cl)c1. RXN SMILES: [CH2:1]([CH2:2][CH2:3][CH3:4])[c:5]1[n:6][c:7](-[c:12]2[cH:13][cH:14][c:15]([C:18]([F:19])([F:20])[F:21])[cH:16][cH:17]2)[s:8][c:9]1[CH2:10][Cl:11].[CH3:32][CH2:33][O:34][C:35](=[O:36])[CH3:37].[CH3:38][N:39]([CH3:40])[CH:41]=[O:42].[Cl:22][c:23]1[c:24]([CH:25]=[O:26])[cH:27][cH:28][c:29]([OH:31])[cH:30]1>>[CH2:1]([CH2:2][CH2:3][CH3:4])[c:5]1[n:6][c:7](-[c:12]2[cH:13][cH:14][c:15]([C:18]([F:19])([F:20])[F:21])[cH:16][cH:17]2)[s:8][c:9]1[CH2:10][O:31][c:29]1[cH:28][cH:27][c:24]([CH:25]=[O:26])[c:23]([Cl:22])[cH:30]1.